From a dataset of the Open Reaction Database (ORD), a public repository of structured organic reaction records. describe an organic reaction: reactants, conditions, products, and yield The reactants are COC1=C(OCC2OC2)C=CC=C1 (2-(2-methoxyphenoxymethyl)oxirane), Cl.N1CC(CCC1)CN1C(NC2=C1C=CC=C2)=O (1,3-dihydro-1-(3-piperidinylmethyl)-2H-benzimidazol-2-one monohydrochloride), C([O-])([O-])=O.[Na+].[Na+] (sodium carbonate). Run in C(C)O (ethanol). Product: OC(CN1CC(CCC1)CN1C(NC2=C1C=CC=C2)=O)COC2=C(C=CC=C2)OC (1,3-dihydro-1-{1-[2-hydroxy-3-(2-methoxyphenoxy)propyl]-3-piperidinylmethyl}-2H-benzimidazol-2-one). Yield: 22.0%. As a reaction SMILES: [CH3:1][O:2][C:3]1[CH:13]=[CH:12][CH:11]=[CH:10][C:4]=1[O:5][CH2:6][CH:7]1[CH2:9][O:8]1.Cl.[NH:15]1[CH2:20][CH2:19][CH2:18][CH:17]([CH2:21][N:22]2[C:26]3[CH:27]=[CH:28][CH:29]=[CH:30][C:25]=3[NH:24][C:23]2=[O:31])[CH2:16]1.C(=O)([O-])[O-].[Na+].[Na+]>C(O)C>[OH:8][CH:7]([CH2:6][O:5][C:4]1[CH:10]=[CH:11][CH:12]=[CH:13][C:3]=1[O:2][CH3:1])[CH2:9][N:15]1[CH2:20][CH2:19][CH2:18][CH:17]([CH2:21][N:22]2[C:26]3[CH:27]=[CH:28][CH:29]=[CH:30][C:25]=3[NH:24][C:23]2=[O:31])[CH2:16]1 |f:1.2,3.4.5|. Procedure details: A mixture of 3.6 parts of 2-(2-methoxyphenoxymethyl)oxirane, 5.3 parts of 1,3-dihydro-1-(3-piperidinylmethyl)-2H-benzimidazol-2-one monohydrochloride, 6 parts of sodium carbonate and 80 parts of ethanol is stirred and refluxed for 6 hours. The reaction mixture is cooled, filtered and evaporated. The residue is purified by column-chromatography over silica gel using a mixture of trichloromethane and methanol (90:10 by volume) as eluent. The pure fractions are collected and the eluent is evaporate... The reactants are BrC=1C=NN(C1)C (4-bromo-1-methylpyrazole), CCOCC (ether), C(CCC)[Sn](CCCC)(CCCC)Cl (tributyltin chloride). Solvent: C(C)(=O)OCC (ethyl acetate). Run at temperature -78 celsius, time 30 minute. The product is CN1N=CC(=C1)[Sn](CCCC)(CCCC)CCCC (1-methyl-4-tributylstannylpyrazole). As a reaction SMILES: Br[C:2]1[CH:3]=[N:4][N:5]([CH3:7])[CH:6]=1.CCOCC.[CH2:13]([Sn:17](Cl)([CH2:22][CH2:23][CH2:24][CH3:25])[CH2:18][CH2:19][CH2:20][CH3:21])[CH2:14][CH2:15][CH3:16]>C(OCC)(=O)C>[CH3:7][N:5]1[CH:6]=[C:2]([Sn:17]([CH2:18][CH2:19][CH2:20][CH3:21])([CH2:22][CH2:23][CH2:24][CH3:25])[CH2:13][CH2:14][CH2:15][CH3:16])[CH:3]=[N:4]1. Reported procedure: To a solution of 4-bromo-1-methylpyrazole (15 g, 38.5 mmol) in ether (150 mL) n-Butyllithium (2.5M in hexanes, 17 mL, 42.4 mmol) was added at −78° C. After the reaction solution was stirred at −78° C. for 30 minutes, tributyltin chloride (11.5 mL, 42.4 mmol) was added. It was stirred at −60° C. for 1 hour and warmed to room temperature, at which it was stirred for 1 more hour. Then, it was diluted with ethyl acetate (300 mL) and washed with water (200 mL) and brine. The organic layer was dried o... Reactants: BrC(Br)(Br)Br, C1CCOC1, CNC(=O)C1N(S(=O)(=O)c2ccc(OCC#CCCO)cc2)CCSC1(C)C, c1ccc(P(c2ccccc2)c2ccccc2)cc1, c1ccncc1. The product is CNC(=O)C1N(S(=O)(=O)c2ccc(OCC#CCCBr)cc2)CCSC1(C)C. Reaction SMILES: [C:54]([Br:55])([Br:56])([Br:57])[Br:58].[CH2:59]1[O:60][CH2:61][CH2:62][CH2:63]1.[OH:26][CH2:27][CH2:28][C:29]#[C:30][CH2:31][O:32][c:33]1[cH:34][cH:35][c:36]([S:39](=[O:40])(=[O:41])[N:42]2[CH:43]([C:50](=[O:51])[NH:52][CH3:53])[C:44]([CH3:48])([CH3:49])[S:45][CH2:46][CH2:47]2)[cH:37][cH:38]1.[c:1]1([P:2]([c:3]2[cH:4][cH:5][cH:6][cH:7][cH:8]2)[c:9]2[cH:10][cH:11][cH:12][cH:13][cH:14]2)[cH:15][cH:16][cH:17][cH:18][cH:19]1.[cH:20]1[cH:21][cH:22][n:23][cH:24][cH:25]1>>[CH2:27]([CH2:28][C:29]#[C:30][CH2:31][O:32][c:33]1[cH:34][cH:35][c:36]([S:39](=[O:40])(=[O:41])[N:42]2[CH:43]([C:50](=[O:51])[NH:52][CH3:53])[C:44]([CH3:48])([CH3:49])[S:45][CH2:46][CH2:47]2)[cH:37][cH:38]1)[Br:55]. The reactants are CC(C)(C)OC(=O)N1CCCC(N)C1, COc1cc(-c2ncnc3c(C(=O)O)c[nH]c23)c(OCC2CC2)cc1F. The product is COc1cc(-c2ncnc3c(C(=O)NC4CCCN(C(=O)OC(C)(C)C)C4)c[nH]c23)c(OCC2CC2)cc1F. Reaction SMILES: [C:27]([CH3:28])([CH3:29])([CH3:30])[O:31][C:32](=[O:33])[N:34]1[CH2:35][CH:36]([NH2:40])[CH2:37][CH2:38][CH2:39]1.[CH:1]1([CH2:4][O:5][c:6]2[c:7](-[c:15]3[c:16]4[c:17]([n:18][cH:19][n:20]3)[c:21]([C:24](=[O:25])[OH:26])[cH:22][nH:23]4)[cH:8][c:9]([O:13][CH3:14])[c:10]([F:12])[cH:11]2)[CH2:2][CH2:3]1>>[CH:1]1([CH2:4][O:5][c:6]2[c:7](-[c:15]3[c:16]4[c:17]([n:18][cH:19][n:20]3)[c:21]([C:24](=[O:26])[NH:40][CH:36]3[CH2:35][N:34]([C:32]([O:31][C:27]([CH3:28])([CH3:29])[CH3:30])=[O:33])[CH2:39][CH2:38][CH2:37]3)[cH:22][nH:23]4)[cH:8][c:9]([O:13][CH3:14])[c:10]([F:12])[cH:11]2)[CH2:2][CH2:3]1. Reactants: NC1=C(C(=NN1C)C(C)(C)C)[N+](=O)[O-] (5-amino-1-methyl-4-nitro-3-tert-butylpyrazole), O (water), Cl (hydrochloric acid). The reagents and catalysts are [Pd] (palladium-on-charcoal). Solvent: C(C)O (ethanol), C(C)O (ethanol), C(C)O (ethanol). Conditions: time 3 hour. Product: Cl.Cl.NC=1C(=NN(C1N)C)C(C)(C)C (4.5-diamino-1-methyl-3-tert-butylpyrazole Dihydrochloride). RXN SMILES: [NH2:1][C:2]1[N:6]([CH3:7])[N:5]=[C:4]([C:8]([CH3:11])([CH3:10])[CH3:9])[C:3]=1[N+:12]([O-])=O.[ClH:15].O>C(O)C.[Pd]>[ClH:15].[ClH:15].[NH2:12][C:3]1[C:4]([C:8]([CH3:11])([CH3:10])[CH3:9])=[N:5][N:6]([CH3:7])[C:2]=1[NH2:1] |f:5.6.7|. Procedure: A suspension of 8.5 g (0.035 mol) of 5-amino-1-methyl-4-nitro-3-tert-butylpyrazole and 1.5 g of 5% by weight palladium-on-charcoal containing 50% water in 200 cm3 of ethanol was placed in a hydrogenator. After stirring for 3 hours under a hydrogen pressure of 10 bar, at a temperature of 75° C., the reaction medium was poured into a solution, precooled to 0° C., of 60 cm3 of ethanol and 20 cm3 of 12 N hydrochloric acid. The solution was clarified by filtration on a sinter funnel and then evaporat... The reactants are BrC1=C2N=CNC2=NC=N1 (6-bromo-9H-purine), NC(C)C=1C=C(C(=C(C1C1=CC(=CC(=C1)F)F)C(=O)N)C)Cl (6-(1-aminoethyl)-4-chloro-3′,5′-difluoro-3-methylbiphenyl-2-carboxamide), C(C)(C)N(C(C)C)CC (N,N-diisopropylethylamine). The solvent is C(C)(C)O (isopropyl alcohol). Run at temperature 90 celsius. Product: ClC=1C(=C(C(=C(C1)C(C)NC1=C2N=CNC2=NC=N1)C1=CC(=CC(=C1)F)F)C(=O)N)C (4-Chloro-3′,5′-difluoro-3-methyl-6-[1-(9H-purin-6-ylamino)ethyl]biphenyl-2-carboxamide). RXN SMILES: Br[C:2]1[N:10]=[CH:9][N:8]=[C:7]2[C:3]=1[N:4]=[CH:5][NH:6]2.[NH2:11][CH:12]([C:14]1[CH:15]=[C:16]([Cl:32])[C:17]([CH3:31])=[C:18]([C:28]([NH2:30])=[O:29])[C:19]=1[C:20]1[CH:25]=[C:24]([F:26])[CH:23]=[C:22]([F:27])[CH:21]=1)[CH3:13].C(N(CC)C(C)C)(C)C>C(O)(C)C>[Cl:32][C:16]1[C:17]([CH3:31])=[C:18]([C:28]([NH2:30])=[O:29])[C:19]([C:20]2[CH:21]=[C:22]([F:27])[CH:23]=[C:24]([F:26])[CH:25]=2)=[C:14]([CH:12]([NH:11][C:2]2[N:10]=[CH:9][N:8]=[C:7]3[C:3]=2[N:4]=[CH:5][NH:6]3)[CH3:13])[CH:15]=1. Procedure: A mixture of 6-bromo-9H-purine (41 mg, 0.21 mmol), 6-(1-aminoethyl)-4-chloro-3′,5′-difluoro-3-methylbiphenyl-2-carboxamide (61 mg, 0.19 mmol), and N,N-diisopropylethylamine (0.065 mL, 0.38 mmol) in isopropyl alcohol (0.7 mL) was heated at 90° C. under nitrogen overnight. The mixture was evaporated and the resulting mixture was purified on RP-HPLC (XBridge C18 Column, eluting with a gradient of acetonitrile in water with 0.2% ammonium hydroxide, at flow rate of 30 mL/min) to give the desired prod... Reactants: CCOC(C)=O, CN(C)CCN1C(=O)C(NC(=O)c2ccc(Cl)cc2)C(C)(C)SC1=S, O. Product: CN(C)CCNC(=S)SC(C)(C)C(NC(=O)c1ccc(Cl)cc1)C(=O)O. As a reaction SMILES: [CH3:27][CH2:28][O:29][C:30](=[O:31])[CH3:32].[Cl:2][c:3]1[cH:4][cH:5][c:6]([C:7](=[O:8])[NH:9][CH:10]2[C:11](=[O:24])[N:12]([CH2:19][CH2:20][N:21]([CH3:22])[CH3:23])[C:13](=[S:18])[S:14][C:15]2([CH3:16])[CH3:17])[cH:25][cH:26]1.[OH2:1]>>[OH:1][C:11]([CH:10]([NH:9][C:7]([c:6]1[cH:5][cH:4][c:3]([Cl:2])[cH:26][cH:25]1)=[O:8])[C:15]([S:14][C:13]([NH:12][CH2:19][CH2:20][N:21]([CH3:22])[CH3:23])=[S:18])([CH3:16])[CH3:17])=[O:24]. Reactants: ClCCCS(=O)(=O)C1=C(C=C2C(CN(C2=C1)C(C)=O)(C)C)F (1-[6-(3-chloro-propane-1-sulfonyl)-5-fluoro-3,3-dimethyl-2,3-dihydro-indol-1-yl]-ethanone), C[Si](C)(C)[N-][Si](C)(C)C.[K+] (KHMDS). The solvent is C1CCOC1 (THF). Conditions: time 10 minute. The product is C1(CC1)S(=O)(=O)C1=C(C=C2C(CN(C2=C1)C(C)=O)(C)C)F (1-(6-Cyclopropanesulfonyl-5-fluoro-3,3-dimethyl-2,3-dihydro-indol-1-yl)-ethanone). Isolated yield 69.1%. RXN SMILES: Cl[CH2:2][CH2:3][CH2:4][S:5]([C:8]1[CH:16]=[C:15]2[C:11]([C:12]([CH3:21])([CH3:20])[CH2:13][N:14]2[C:17](=[O:19])[CH3:18])=[CH:10][C:9]=1[F:22])(=[O:7])=[O:6].C[Si]([N-][Si](C)(C)C)(C)C.[K+]>C1COCC1>[CH:4]1([S:5]([C:8]2[CH:16]=[C:15]3[C:11]([C:12]([CH3:21])([CH3:20])[CH2:13][N:14]3[C:17](=[O:19])[CH3:18])=[CH:10][C:9]=2[F:22])(=[O:7])=[O:6])[CH2:2][CH2:3]1 |f:1.2|. Procedure details: To a solution of 1-[6-(3-chloro-propane-1-sulfonyl)-5-fluoro-3,3-dimethyl-2,3-dihydro-indol-1-yl]-ethanone (502 mg, 1.44 mmol) at −78° C. in THF (30 mL) under N2, KHMDS (0.5 M in toluene, 3 mL) was slowly added. The solution was stirred for 10 minutes at the same temperature and then 30 minutes at ambient temperature then quenched with 1 M hydrochloric acid and extracted with EtOAc. The organic phase was dried (MgSO4), filtered and concentrated. The crude material was purified by SiO2 chromatogr... Yields the product CCc1c(C=O)cccc1-c1cnc(-c2ccc(OC(C)C)c(C(F)(F)F)c2)s1. Starting materials: CC(C)Oc1ccc(-c2ncc(Br)s2)cc1C(F)(F)F, CCc1c(C=O)cccc1B1OC(C)(C)C(C)(C)O1, COCCOC, [K+], [K+], [K+], O, O=P([O-])([O-])[O-], c1ccc(P(c2ccccc2)(c2ccccc2)[Pd](P(c2ccccc2)(c2ccccc2)c2ccccc2)(P(c2ccccc2)(c2ccccc2)c2ccccc2)P(c2ccccc2)(c2ccccc2)c2ccccc2)cc1. As a reaction SMILES: [Br:1][c:2]1[cH:3][n:4][c:5](-[c:7]2[cH:8][c:9]([C:17]([F:18])([F:19])[F:20])[c:10]([O:13][CH:14]([CH3:15])[CH3:16])[cH:11][cH:12]2)[s:6]1.[CH2:21]([CH3:22])[c:23]1[c:24]([CH:25]=[O:26])[cH:27][cH:28][cH:29][c:30]1[B:31]1[O:32][C:33]([CH3:34])([CH3:35])[C:36]([CH3:37])([CH3:38])[O:39]1.[CH3:48][O:49][CH2:50][CH2:51][O:52][CH3:53].[K+:45].[K+:46].[K+:47].[OH2:54].[P:40]([O-:41])([O-:42])([O-:43])=[O:44].[cH:55]1[cH:56][cH:57][c:58]([P:59]([Pd:60]([P:61]([c:62]2[cH:63][cH:64][cH:65][cH:66][cH:67]2)([c:68]2[cH:69][cH:70][cH:71][cH:72][cH:73]2)[c:74]2[cH:75][cH:76][cH:77][cH:78][cH:79]2)([P:80]([c:81]2[cH:82][cH:83][cH:84][cH:85][cH:86]2)([c:87]2[cH:88][cH:89][cH:90][cH:91][cH:92]2)[c:93]2[cH:94][cH:95][cH:96][cH:97][cH:98]2)[P:99]([c:100]2[cH:101][cH:102][cH:103][cH:104][cH:105]2)([c:106]2[cH:107][cH:108][cH:109][cH:110][cH:111]2)[c:112]2[cH:113][cH:114][cH:115][cH:116][cH:117]2)([c:118]2[cH:119][cH:120][cH:121][cH:122][cH:123]2)[c:124]2[cH:125][cH:126][cH:127][cH:128][cH:129]2)[cH:130][cH:131]1>>[c:2]1(-[c:30]2[c:23]([CH2:21][CH3:22])[c:24]([CH:25]=[O:26])[cH:27][cH:28][cH:29]2)[cH:3][n:4][c:5](-[c:7]2[cH:8][c:9]([C:17]([F:18])([F:19])[F:20])[c:10]([O:13][CH:14]([CH3:15])[CH3:16])[cH:11][cH:12]2)[s:6]1. Reactants: C(C)(C)(C)C=1C=C(CC2(C(CCCC2)=O)C)C=C(C1O)C(C)(C)C (2-(3,5-Ditert.butyl-4-hydroxybenzyl)-2-methyl-cyclohexanone), C(C)(=O)C1=CC=CC=C1 (acetophenone). Procedure details: If, in this example, the 2-methylcyclohexanone is replaced by an equivalent quantity of acetophenone, an otherwise identical procedure gives phenyl (3,5-ditert.butyl-4-hydroxyphenylethyl) ketone in a yield of 53%. Isolated yield 53.0%. RXN SMILES: [C:1]([C:5]1[CH:6]=[C:7]([CH:17]=[C:18]([C:21]([CH3:24])([CH3:23])[CH3:22])[C:19]=1[OH:20])[CH2:8]C1(C)CCCCC1=O)([CH3:4])([CH3:3])[CH3:2].[C:25]([C:28]1[CH:33]=[CH:32][CH:31]=[CH:30][CH:29]=1)(=[O:27])[CH3:26]>>[C:21]([C:18]1[CH:17]=[C:7]([CH2:8][CH2:26][C:25]([C:28]2[CH:33]=[CH:32][CH:31]=[CH:30][CH:29]=2)=[O:27])[CH:6]=[C:5]([C:1]([CH3:4])([CH3:3])[CH3:2])[C:19]=1[OH:20])([CH3:24])([CH3:23])[CH3:22]. The product is C(C)(C)(C)C=1C=C(C=C(C1O)C(C)(C)C)CCC(=O)C1=CC=CC=C1 (phenyl (3,5-ditert.butyl-4-hydroxyphenylethyl) ketone).